From a dataset of the Open Reaction Database (ORD), a public repository of structured organic reaction records. describe an organic reaction: reactants, conditions, products, and yield Starting materials: C(C)(C)(C)C=1N=C(C2=C(N1)N(N=N2)CC2=C(C=CC=C2)Cl)N2CCOCC2 (5-tert-Butyl-3-(2-chloro-benzyl)-7-morpholin-4-yl-3H-[1,2,3]triazolo[4,5-d]pyrimidine), C(C)(C)(C)C=1N=C(C2=C(N1)N(N=N2)CC2=C(C=CC=C2)Cl)Cl (5-tert-butyl-7-chloro-3-(2-chlorobenzyl)-3H-[1,2,3]triazolo[4,5-d]pyrimidine), CC1=NOC(=N1)C1NCCC1 (3-methyl-5-(pyrrolidin-2-yl)-1,2,4-oxadiazole). Yields the product C(C)(C)(C)C=1N=C(C2=C(N1)N(N=N2)CC2=C(C=CC=C2)Cl)N2C(CCC2)C2=NC(=NO2)C (5-tert-Butyl-3-(2-chloro-benzyl)-7-[2-(3-methyl-[1,2,4]oxadiazol-5-yl)-pyrrolidin-1-yl]-3H-[1,2,3]triazolo[4,5-d]pyrimidine). Reaction SMILES: C(C1N=C(N2CCOCC2)C2N=NN(CC3C=CC=CC=3Cl)C=2N=1)(C)(C)C.[C:28]([C:32]1[N:33]=[C:34](Cl)[C:35]2[N:40]=[N:39][N:38]([CH2:41][C:42]3[CH:47]=[CH:46][CH:45]=[CH:44][C:43]=3[Cl:48])[C:36]=2[N:37]=1)([CH3:31])([CH3:30])[CH3:29].[CH3:50][C:51]1[N:55]=[C:54]([CH:56]2[CH2:60][CH2:59][CH2:58][NH:57]2)[O:53][N:52]=1>>[C:28]([C:32]1[N:33]=[C:34]([N:57]2[CH2:58][CH2:59][CH2:60][CH:56]2[C:54]2[O:53][N:52]=[C:51]([CH3:50])[N:55]=2)[C:35]2[N:40]=[N:39][N:38]([CH2:41][C:42]3[CH:47]=[CH:46][CH:45]=[CH:44][C:43]=3[Cl:48])[C:36]=2[N:37]=1)([CH3:31])([CH3:30])[CH3:29]. Reported procedure: In analogy to the procedure described for the synthesis of 5-tert-butyl-3-(2-chlorobenzyl)-7-morpholin-4-yl-3H-[1,2,3]triazolo[4,5-d]pyrimidine (example 1, step c), the title compound was prepared from 5-tert-butyl-7-chloro-3-(2-chlorobenzyl)-3H-[1,2,3]triazolo[4,5-d]pyrimidine and 3-methyl-5-(pyrrolidin-2-yl)-1,2,4-oxadiazole. MS (m/e): 453.4